This data is from the Open Reaction Database (ORD), a public repository of structured organic reaction records. The task is: describe an organic reaction: reactants, conditions, products, and yield The reactants are C(C)C=1C=C(C=C2C=C(NC12)C(=O)N)OC=1C=NC(=CC1)S(=O)(=O)C (7-ethyl-5-{[6-(methylsulfonyl)pyridin-3-yl]oxy}-1H-indole-2-carboxamide), COC=1C=CC(=CC1)P2(=S)SP(=S)(S2)C=3C=CC(=CC3)OC (Lawesson's reagent). Solvent: O1CCCC1 (tetrahydrofuran). Yields the product C(C)C=1C=C(C=C2C=C(NC12)C(N)=S)OC=1C=NC(=CC1)S(=O)(=O)C (7-Ethyl-5-{[6-(methylsulfonyl)pyridin-3-yl]oxy}-1H-indole-2-carbothioamide). The yield is 131.1%. RXN SMILES: [CH2:1]([C:3]1[CH:4]=[C:5]([O:15][C:16]2[CH:17]=[N:18][C:19]([S:22]([CH3:25])(=[O:24])=[O:23])=[CH:20][CH:21]=2)[CH:6]=[C:7]2[C:11]=1[NH:10][C:9]([C:12]([NH2:14])=O)=[CH:8]2)[CH3:2].COC1C=CC(P2(SP(C3C=CC(OC)=CC=3)(=S)S2)=[S:35])=CC=1>O1CCCC1>[CH2:1]([C:3]1[CH:4]=[C:5]([O:15][C:16]2[CH:17]=[N:18][C:19]([S:22]([CH3:25])(=[O:24])=[O:23])=[CH:20][CH:21]=2)[CH:6]=[C:7]2[C:11]=1[NH:10][C:9]([C:12](=[S:35])[NH2:14])=[CH:8]2)[CH3:2]. Procedure: A mixture of 7-ethyl-5-{[6-(methylsulfonyl)pyridin-3-yl]oxy}-1H-indole-2-carboxamide (3.4 g), a Lawesson's reagent (2.3 g), and dry tetrahydrofuran (70 mL) was stirred at 55° C. for 3 hr. The reaction solution was concentrated under reduced pressure, and the obtained residue was subjected to silica gel column chromatography (ethyl acetate:hexane=25:75 to 60:40, volume ratio), and the obtained yellow crystals were washed with ethyl acetate-hexane to give the title compound (2.8 g, yield 79%) as p...